Dataset: the Open Reaction Database (ORD), a public repository of structured organic reaction records. Task: describe an organic reaction: reactants, conditions, products, and yield Starting materials: Cc1ccc(Oc2cccc(C#N)c2)nc1, CN1CCC(Oc2ncccc2C#N)CC1. Product: CN1CCC(Oc2ncccc2CN)CC1. Reaction SMILES: [CH3:17][c:18]1[cH:19][cH:20][c:21]([O:22][c:23]2[cH:24][c:25]([C:29]#[N:30])[cH:26][cH:27][cH:28]2)[n:31][cH:32]1.[CH3:1][N:2]1[CH2:3][CH2:4][CH:5]([O:8][c:9]2[c:10]([C:11]#[N:12])[cH:13][cH:14][cH:15][n:16]2)[CH2:6][CH2:7]1>>[CH3:1][N:2]1[CH2:3][CH2:4][CH:5]([O:8][c:9]2[c:10]([CH2:11][NH2:12])[cH:13][cH:14][cH:15][n:16]2)[CH2:6][CH2:7]1.